From a dataset of the Open Reaction Database (ORD), a public repository of structured organic reaction records. describe an organic reaction: reactants, conditions, products, and yield Reactants: COCCCN1CCOc2ccc(COC3CN(C(=O)OCc4ccccc4)CCC3c3ccc(OC4CN(c5nccs5)C4)cc3)cc21, CO, [K+], C1COCCO1, [OH-], O. The product is COCCCN1CCOc2ccc(COC3CNCCC3c3ccc(OC4CN(c5nccs5)C4)cc3)cc21. Reaction SMILES: [CH3:1][O:2][CH2:3][CH2:4][CH2:5][N:6]1[CH2:7][CH2:8][O:9][c:10]2[c:11]1[cH:12][c:13]([CH2:16][O:17][CH:18]1[CH2:19][N:20]([C:40]([O:41][CH2:42][c:43]3[cH:44][cH:45][cH:46][cH:47][cH:48]3)=[O:49])[CH2:21][CH2:22][CH:23]1[c:24]1[cH:25][cH:26][c:27]([O:30][CH:31]3[CH2:32][N:33]([c:35]4[s:36][cH:37][cH:38][n:39]4)[CH2:34]3)[cH:28][cH:29]1)[cH:14][cH:15]2.[CH3:50][OH:51].[K+:53].[O:54]1[CH2:55][CH2:56][O:57][CH2:58][CH2:59]1.[OH-:52].[OH2:60]>>[CH3:1][O:2][CH2:3][CH2:4][CH2:5][N:6]1[CH2:7][CH2:8][O:9][c:10]2[c:11]1[cH:12][c:13]([CH2:16][O:17][CH:18]1[CH2:19][NH:20][CH2:21][CH2:22][CH:23]1[c:24]1[cH:25][cH:26][c:27]([O:30][CH:31]3[CH2:32][N:33]([c:35]4[s:36][cH:37][cH:38][n:39]4)[CH2:34]3)[cH:28][cH:29]1)[cH:14][cH:15]2. The reactants are OC(CBr)CCBr, Nc1cccc(C(F)(F)F)c1F, [Na+], [Na+], O=C([O-])[O-]. The product is OC1CCN(c2cccc(C(F)(F)F)c2F)C1. RXN SMILES: [Br:13][CH2:14][CH:15]([CH2:16][CH2:17][Br:18])[OH:19].[F:1][c:2]1[c:3]([NH2:4])[cH:5][cH:6][cH:7][c:8]1[C:9]([F:10])([F:11])[F:12].[Na+:20].[Na+:21].[O-:22][C:23](=[O:24])[O-:25]>>[F:1][c:2]1[c:3]([N:4]2[CH2:14][CH:15]([OH:19])[CH2:16][CH2:17]2)[cH:5][cH:6][cH:7][c:8]1[C:9]([F:10])([F:11])[F:12]. Reactants: CN(C)CC1CCC(CC1)N (4-((dimethylamino)methyl)cyclohexanamine), C(C)(C)N(C(C)C)CC (N,N-diisopropylethylamine), BrC=1C=C2C(=C(C=NC2=CC1)S(=O)(=O)C)Cl (6-bromo-4-chloro-3-(methylsulfonyl)quinoline). The solvent is C([O-])(O)=O.[Na+] (sodium bicarbonate), O1CCOCC1 (dioxane). Conditions: temperature 90 celsius. Product: BrC=1C=C2C(=C(C=NC2=CC1)S(=O)(=O)C)NC1=CC=C(C=C1)CN(C)C (6-bromo-N-(4-((dimethylamino)methyl)phenyl)-3-(methylsulfonyl)quinolin-4-amine). Yield: 66.4%. As a reaction SMILES: [Br:1][C:2]1[CH:3]=[C:4]2[C:9](=[CH:10][CH:11]=1)[N:8]=[CH:7][C:6]([S:12]([CH3:15])(=[O:14])=[O:13])=[C:5]2Cl.[CH3:17][N:18]([CH2:20][CH:21]1[CH2:26][CH2:25][CH:24]([NH2:27])[CH2:23][CH2:22]1)[CH3:19].C(N(CC)C(C)C)(C)C>O1CCOCC1.C(=O)(O)[O-].[Na+]>[Br:1][C:2]1[CH:3]=[C:4]2[C:9](=[CH:10][CH:11]=1)[N:8]=[CH:7][C:6]([S:12]([CH3:15])(=[O:14])=[O:13])=[C:5]2[NH:27][C:24]1[CH:23]=[CH:22][C:21]([CH2:20][N:18]([CH3:19])[CH3:17])=[CH:26][CH:25]=1 |f:4.5|. Procedure details: To a suspension of 6-bromo-4-chloro-3-(methylsulfonyl)quinoline (250 mg, 0.78 mmol) in dioxane (8 mL) was added 4-((dimethylamino)methyl)cyclohexanamine (233 mg, 1.55 mmol) and N,N-diisopropylethylamine (0.42 mL, 2.4 mmol). The reaction mixture was heated at 90° C. for 4 h. The reaction mixture was cooled to room temperature, diluted with saturated sodium bicarbonate solution and extracted with ethyl acetate. The combined organic layers were dried over anhydrous sodium sulfate and concentrated. ... Reactants: CCN(C(C)C)C(C)C, ClCCCl, CC(C)(C)CC1NC(C(=O)O)C(c2cccc(Cl)c2F)C12C(=O)Nc1cc(Cl)ccc12, O=C(O)C(F)(F)F, COc1cc(C#N)ccc1N, O=P(Cl)(c1ccccc1)c1ccccc1. The product is COc1cc(C#N)ccc1NC(=O)C1NC(CC(C)(C)C)C2(C(=O)Nc3cc(Cl)ccc32)C1c1cccc(Cl)c1F. Reaction SMILES: [CH:39]([N:40]([CH:41]([CH3:42])[CH3:43])[CH2:44][CH3:45])([CH3:46])[CH3:47].[Cl:74][CH2:75][CH2:76][Cl:77].[Cl:8][c:9]1[cH:10][cH:11][c:12]2[c:16]([cH:17]1)[NH:15][C:14](=[O:18])[C:13]21[CH:19]([CH2:34][C:35]([CH3:36])([CH3:37])[CH3:38])[NH:20][CH:21]([C:31](=[O:32])[OH:33])[CH:22]1[c:23]1[c:24]([F:30])[c:25]([Cl:29])[cH:26][cH:27][cH:28]1.[F:1][C:2]([F:3])([F:4])[C:5]([OH:6])=[O:7].[NH2:63][c:64]1[c:65]([O:72][CH3:73])[cH:66][c:67]([C:68]#[N:69])[cH:70][cH:71]1.[c:48]1([P:49]([Cl:50])([c:51]2[cH:52][cH:53][cH:54][cH:55][cH:56]2)=[O:57])[cH:58][cH:59][cH:60][cH:61][cH:62]1>>[Cl:8][c:9]1[cH:10][cH:11][c:12]2[c:16]([cH:17]1)[NH:15][C:14](=[O:18])[C:13]21[CH:19]([CH2:34][C:35]([CH3:36])([CH3:37])[CH3:38])[NH:20][CH:21]([C:31](=[O:32])[NH:63][c:64]2[c:65]([O:72][CH3:73])[cH:66][c:67]([C:68]#[N:69])[cH:70][cH:71]2)[CH:22]1[c:23]1[c:24]([F:30])[c:25]([Cl:29])[cH:26][cH:27][cH:28]1. Starting materials: Cl (hydrochloric acid), O (water), COC=1CC=2C(C[C@@H]3[C@H](CC[C@@]4([C@H](CC[C@@H]34)O)CC)C2CC1)C (3-methoxy-17β-hydroxy-6-methyl-13-ethylgona-2,5(10)-diene). Solvent: [Cl-].[Na+].O (brine), CO (methanol). Product: C(C)[C@]12[C@H](CC[C@H]2[C@H]2[C@H](CC1)[C@H]1CCC(C=C1[C@H](C2)C)=O)O (13-Ethyl-17β-hydroxy-6α-methylgon-4-en-3-one). Isolated yield 31.4%. RXN SMILES: C[O:2][C:3]1[CH2:4][C:5]2[CH:6]([CH3:23])[CH2:7][C@H:8]3[C@H:16]4[C@@:12]([CH2:18][CH3:19])([C@@H:13]([OH:17])[CH2:14][CH2:15]4)[CH2:11][CH2:10][C@@H:9]3[C:20]=2[CH2:21][CH:22]=1.Cl.O>CO.[Cl-].[Na+].O>[CH2:18]([C@:12]12[CH2:11][CH2:10][C@@H:9]3[C@@H:20]4[C:5]([C@@H:6]([CH3:23])[CH2:7][C@H:8]3[C@@H:16]1[CH2:15][CH2:14][C@@H:13]2[OH:17])=[CH:4][C:3](=[O:2])[CH2:22][CH2:21]4)[CH3:19] |f:4.5.6|. Procedure: Stir dl-3-methoxy-17β-hydroxy-6-methyl-13-ethylgona-2,5(10)-diene (1.0 g) in methanol (54 cc) containing concentrated hydrochloric acid (3.6 cc) and water (2.4 cc) under nitrogen for 1.5 hours. Pour into brine, extract with ether and isolate the crude product. Chromatograph on Grade I neutral alumina (50 g) and recrystallize from ether-hexane to obtain the title compound (0.30 g), m.p. 127°-130°, λ max. KBr 2.98 μ, 6.03 μ; λ max. EtOH 240 mμ (ε16,500). Reactants: C1CCOC1, CCOC(C)=NOc1ccccc1C(=O)OCc1ccccc1, CO, [Li+], [OH-], O, O, O. Yields the product CCOC(C)=NOc1ccccc1C(=O)O. RXN SMILES: [CH2:27]1[O:28][CH2:29][CH2:30][CH2:31]1.[CH2:4]([CH3:5])[O:6][C:7]([CH3:8])=[N:9][O:10][c:11]1[c:12]([C:17](=[O:18])[O:19][CH2:20][c:21]2[cH:22][cH:23][cH:24][cH:25][cH:26]2)[cH:13][cH:14][cH:15][cH:16]1.[CH3:32][OH:33].[Li+:2].[OH-:1].[OH2:34].[OH2:35].[OH2:3]>>[CH2:4]([CH3:5])[O:6][C:7]([CH3:8])=[N:9][O:10][c:11]1[c:12]([C:17](=[O:18])[OH:19])[cH:13][cH:14][cH:15][cH:16]1. Starting materials: CC(C)(C)N, ClCCl, O=C(Cl)c1cccc(C(F)(F)F)c1, c1ccccc1. The product is CC(C)(C)NC(=O)c1cccc(C(F)(F)F)c1. Reaction SMILES: [CH3:1][C:2]([CH3:3])([CH3:4])[NH2:5].[Cl:25][CH2:26][Cl:27].[F:6][C:7]([c:8]1[cH:9][c:10]([C:11](=[O:12])[Cl:13])[cH:14][cH:15][cH:16]1)([F:17])[F:18].[cH:19]1[cH:20][cH:21][cH:22][cH:23][cH:24]1>>[CH3:1][C:2]([CH3:3])([CH3:4])[NH:5][C:11]([c:10]1[cH:9][c:8]([C:7]([F:6])([F:17])[F:18])[cH:16][cH:15][cH:14]1)=[O:12].